From a dataset of the Open Reaction Database (ORD), a public repository of structured organic reaction records. describe an organic reaction: reactants, conditions, products, and yield The reactants are CC(C)(C)[Si](C)(C)Cl, C1CCCCC1, CCCCCCC(C)O. Yields the product CCCCCCC(C)O[Si](C)(C)C(C)(C)C. Reaction SMILES: [C:1]([CH3:2])([CH3:3])([CH3:4])[Si:5]([CH3:6])([CH3:7])[Cl:8].[CH2:18]1[CH2:19][CH2:20][CH2:21][CH2:22][CH2:23]1.[CH3:9][CH:10]([CH2:11][CH2:12][CH2:13][CH2:14][CH2:15][CH3:16])[OH:17]>>[C:1]([CH3:2])([CH3:3])([CH3:4])[Si:5]([CH3:6])([CH3:7])[O:17][CH:10]([CH3:9])[CH2:11][CH2:12][CH2:13][CH2:14][CH2:15][CH3:16]. The reactants are C1=CC(=C[N+](=C1)[C@H]2[C@@H]([C@@H]([C@H](O2)COP(=O)([O-])OP(=O)(O)OC[C@@H]3[C@H]([C@H]([C@@H](O3)N4C=NC5=C4N=CN=C5N)O)O)O)O)C(=O)N (Nicotinamide Adenine Dinucleotide), CC1=NC=C(C(=C1O)C=O)COP(=O)(O)O (Pyridoxal-5-phosphate), C(C(O)C)(=O)[O-] (Lactate), C(=O)[O-] (Formate), Amine, P(=O)([O-])([O-])[O-].[Na+].[Na+].[Na+] (Sodium phosphate), C(=O)[O-].[Na+] (sodium formate), N[C@H](C)C(=O)O (D-Alanine), Cl (HCl). Run in O (water). Run at time 1 hour. The product is N[C@@H]1CCC=2N(C3=CC=CC=C3C2CC(=O)OCCC)C1 (Propyl ([7R]-7-amino-6,7,8,9-tetrahydropyrido[1,2-α]indol-10-yl)acetate). Yield: 80.0%. RXN SMILES: P([O-])([O-])([O-])=O.[Na+].[Na+].[Na+].[CH:9]([O-:11])=[O:10].[Na+].[NH2:13][C@@H:14]([C:16](O)=O)[CH3:15].C1C=[N+:23]([C@@H:25]2O[C@H:28]([CH2:30]OP(OP(OC[C@H]3O[C@@H](N4C5N=CN=C(N)C=5N=C4)[C@H](O)[C@@H]3O)(O)=O)([O-])=O)[C@@H:27](O)[C@H:26]2O)[CH:22]=[C:21]([C:60](N)=O)[CH:20]=1.[CH3:63][C:64]1[C:69](O)=C(C=O)C(COP(O)(O)=O)=CN=1.[C:79]([O-])(=O)C(C)O.C([O-])=O.Cl>O>[NH2:13][C@H:14]1[CH2:16][N:23]2[C:25]3[C:60]([C:21]([CH2:20][C:9]([O:11][CH2:63][CH2:64][CH3:69])=[O:10])=[C:22]2[CH2:79][CH2:15]1)=[CH:30][CH:28]=[CH:27][CH:26]=3 |f:0.1.2.3,4.5|. Procedure: Sodium phosphate, dibasic (3.8 equiv.) and sodium formate (266 equiv.) were added to a solution of D-Alanine (38 equiv.) in water. The pH was measured as 7.6. Nicotinamide Adenine Dinucleotide (0.04 equiv.), Pyridoxal-5-phosphate (0.11 equiv.), Lactate dehydrogenase (1 equiv.), Formate dehydrogenase (1 equiv.), and Amine-Transaminase-117 (1 equiv.) were added under stirring and slowly dissolved. The measured pH was 7.3. The mixture was aged at 22° C. for 1 h. The flask was flushed with nitrogen ... Reactants: CC(C)(C)[Si](Cl)(c1ccccc1)c1ccccc1, CN(C)C=O, O, COc1cc([N+](=O)[O-])ccc1-n1cccc(CCO)c1=O, c1c[nH]cn1. Product: COc1cc([N+](=O)[O-])ccc1-n1cccc(CCO[Si](c2ccccc2)(c2ccccc2)C(C)(C)C)c1=O. RXN SMILES: [C:27]([CH3:28])([CH3:29])([CH3:30])[Si:31]([c:32]1[cH:33][cH:34][cH:35][cH:36][cH:37]1)([c:38]1[cH:39][cH:40][cH:41][cH:42][cH:43]1)[Cl:44].[CH3:45][N:46]([CH3:47])[CH:48]=[O:49].[OH2:50].[OH:1][CH2:2][CH2:3][c:4]1[c:5](=[O:21])[n:6](-[c:10]2[c:11]([O:19][CH3:20])[cH:12][c:13]([N+:16](=[O:17])[O-:18])[cH:14][cH:15]2)[cH:7][cH:8][cH:9]1.[nH:22]1[cH:23][cH:24][n:25][cH:26]1>>[O:1]([CH2:2][CH2:3][c:4]1[c:5](=[O:21])[n:6](-[c:10]2[c:11]([O:19][CH3:20])[cH:12][c:13]([N+:16](=[O:17])[O-:18])[cH:14][cH:15]2)[cH:7][cH:8][cH:9]1)[Si:31]([C:27]([CH3:28])([CH3:29])[CH3:30])([c:32]1[cH:33][cH:34][cH:35][cH:36][cH:37]1)[c:38]1[cH:39][cH:40][cH:41][cH:42][cH:43]1.